Dataset: the Open Reaction Database (ORD), a public repository of structured organic reaction records. Task: describe an organic reaction: reactants, conditions, products, and yield Starting materials: NC1=C2C(C(=CN(C2=C(C(=C1F)F)Cl)C1CC1)C(=O)OCC)=O (ethyl 5-amino-8-chloro-1-cyclopropyl-6,7-difluoro-1,4-dihydro-4-oxo-3-quinolinecarboxylate). Run in Cl (hydrochloric acid). Yields the product NC1=C2C(C(=CN(C2=C(C(=C1F)F)Cl)C1CC1)C(=O)O)=O (5-Amino-8-chloro-1-cyclopropyl-6,7-difluoro-1,4-dihydro-4-oxo-3-quinolinecarboxylic Acid). Yield: 89.9%. Reaction SMILES: [NH2:1][C:2]1[C:11]([F:12])=[C:10]([F:13])[C:9]([Cl:14])=[C:8]2[C:3]=1[C:4](=[O:23])[C:5]([C:18]([O:20]CC)=[O:19])=[CH:6][N:7]2[CH:15]1[CH2:17][CH2:16]1>Cl>[NH2:1][C:2]1[C:11]([F:12])=[C:10]([F:13])[C:9]([Cl:14])=[C:8]2[C:3]=1[C:4](=[O:23])[C:5]([C:18]([OH:20])=[O:19])=[CH:6][N:7]2[CH:15]1[CH2:16][CH2:17]1. Reported procedure: A suspension of 17.2 g (50.2 mmol) of ethyl 5-amino-8-chloro-1-cyclopropyl-6,7-difluoro-1,4-dihydro-4-oxo-3-quinolinecarboxylate in 100 ml of 6 M hydrochloric acid was refluxed for three hours. The mixture was cooled to room temperature, and the solids were filtered, washed with water and ether, and dried to give 14.2 g of the title compound. Starting materials: O1CCOCC1 (dioxane), ClC1=NN(C(=C1)C(=O)OC)C=1C=NC=CC1 (methyl 3-chloro-1-(pyridin-3-yl)-1H-pyrazole-5-carboxylate), O.[OH-].[Li+] (lithium hydroxide hydrate), metal hydroxides, hydrates. Solvent: O (water). Product: ClC1=NN(C(=C1)C(=O)O)C=1C=NC=CC1 (3-chloro-1-(pyridin-3-yl)-1H-pyrazole-5-carboxylic acid). As a reaction SMILES: [Cl:1][C:2]1[CH:6]=[C:5]([C:7]([O:9]C)=[O:8])[N:4]([C:11]2[CH:12]=[N:13][CH:14]=[CH:15][CH:16]=2)[N:3]=1.O.[OH-].[Li+].O1CCOCC1>O>[Cl:1][C:2]1[CH:6]=[C:5]([C:7]([OH:9])=[O:8])[N:4]([C:11]2[CH:12]=[N:13][CH:14]=[CH:15][CH:16]=2)[N:3]=1 |f:1.2.3|. Procedure details: In step c of Scheme 2, methyl 3-chloro-1-(pyridin-3-yl)-1H-pyrazole-5-carboxylate (6d) is saponified in the presence of an inorganic base, preferably metal hydroxides or their hydrates such as lithium hydroxide hydrate (LiOH.H2O) in water and a polar solvent such as dioxane at temperatures from about 0° C. to about 30° C. to yield 3-chloro-1-(pyridin-3-yl)-1H-pyrazole-5-carboxylic acid (6e). Alternatively, this process can also be accomplished by hydrolysis by exposing methyl 3-chloro-1-(pyridin... Reactants: C1(C=2C(C(N1)=O)=CC=CC2)=O (phthalimide), NN (hydrazine), CN=C=S (methyl isothiocyanate), CC=1N=C(OC1)SCCCNC(=S)N (N-[3-(4-methyl-2-oxazolyl)thiopropyl]thiourea), ethanol-ether-n-hexane. Reaction SMILES: C1(=O)NC(=O)C2=CC=CC=C12.NN.[CH3:14][N:15]=[C:16]=[S:17].[CH3:18][C:19]1[N:20]=[C:21]([S:24][CH2:25][CH2:26][CH2:27][NH:28]C(N)=S)[O:22][CH:23]=1>>[CH3:14][NH:15][C:16]([NH:28][CH2:27][CH2:26][CH2:25][S:24][C:21]1[O:22][CH:23]=[C:19]([CH3:18])[N:20]=1)=[S:17]. Product: CNC(=S)NCCCSC=1OC=C(N1)C (N-Methyl-N'-[3-(4-methyl-2-oxazolyl)thiopropyl]thiourea). Procedure details: Treatment of the phthalimide compound (3.0 g.) with hydrazine (1.53 g.) followed by reaction of the product directly with methyl isothiocyanate (0.73 g.) using the conditions described in Example 132 afforded N-methyl)-N-[3-(4-methyl-2-oxazolyl)thiopropyl]thiourea (1.0 g.). m.p. 73°-74° (from ethanol-ether-n-hexane). Starting materials: [OH-].[Na+] (sodium hydroxide), ClC=1C(=C(C(=O)OC)C=C(C1)OCC=C(Cl)Cl)OCCCOC1=NC=C(C=C1)C(F)(F)F (methyl 3-chloro-5-(3,3-dichloroprop-2-enyloxy)-2-[3-(5-trifluoromethylpyrid-2-yloxy)propyloxy]benzoate), Cl (hydrochloric acid). Run in CO (methanol), O1CCCC1 (tetrahydrofuran). Run at time 1 hour. The product is ClC=1C(=C(C(=O)O)C=C(C1)OCC=C(Cl)Cl)OCCCOC1=NC=C(C=C1)C(F)(F)F (3-chloro-5-(3,3-dichloroprop-2-enyloxy)-2-[3-(5-trifluoromethylpyrid-2-yloxy)-propyloxy]benzoic acid). As a reaction SMILES: [Cl:1][C:2]1[C:3]([O:18][CH2:19][CH2:20][CH2:21][O:22][C:23]2[CH:28]=[CH:27][C:26]([C:29]([F:32])([F:31])[F:30])=[CH:25][N:24]=2)=[C:4]([CH:9]=[C:10]([O:12][CH2:13][CH:14]=[C:15]([Cl:17])[Cl:16])[CH:11]=1)[C:5]([O:7]C)=[O:6].[OH-].[Na+].Cl>O1CCCC1.CO>[Cl:1][C:2]1[C:3]([O:18][CH2:19][CH2:20][CH2:21][O:22][C:23]2[CH:28]=[CH:27][C:26]([C:29]([F:32])([F:30])[F:31])=[CH:25][N:24]=2)=[C:4]([CH:9]=[C:10]([O:12][CH2:13][CH:14]=[C:15]([Cl:17])[Cl:16])[CH:11]=1)[C:5]([OH:7])=[O:6] |f:1.2|. Procedure: 1 g of methyl 3-chloro-5-(3,3-dichloroprop-2-enyloxy)-2-[3-(5-trifluoromethylpyrid-2-yloxy)propyloxy]benzoate was dissolved in 20 ml of tetrahydrofuran and 10 ml of methanol, and 2.6 ml of 2N aqueous sodium hydroxide solution were added. After one hour of stirring at room temperature, 2.6 ml of 2N hydrochloric acid were added, and the reaction mixture was concentrated under reduced pressure. Saturated sodium chloride solution and ethyl acetate were added to the residue, and the mixture was shake... The reactants are N[C@H]1[C@@H](CC=C(C1)CN1C[C@H](CCC1)C(=O)OCC)C1=C(C=C(C=C1)Cl)Cl (ethyl(3S)-1-{[trans-5-amino-4-(2,4-dichlorophenyl)cyclohex-1-en-1-yl]methyl}piperidine-3-carboxylate), [Li+].[OH-] (LiOH), Cl (HCl). Run in CCOCC (ether), O1CCCC1.O (tetrahydrofuran H2O). Run at time 8 hour. The product is N[C@H]1[C@@H](CC=C(C1)CN1C[C@H](CCC1)C(=O)O)C1=C(C=C(C=C1)Cl)Cl ((3S)-1-{[trans-5-amino-4-(2,4-dichlorophenyl)cyclohex-1-en-1-yl]methyl}piperidine-3-carboxylic acid). The yield is 64.2%. Reaction SMILES: [NH2:1][C@@H:2]1[CH2:7][C:6]([CH2:8][N:9]2[CH2:14][CH2:13][CH2:12][C@H:11]([C:15]([O:17]CC)=[O:16])[CH2:10]2)=[CH:5][CH2:4][C@H:3]1[C:20]1[CH:25]=[CH:24][C:23]([Cl:26])=[CH:22][C:21]=1[Cl:27].[Li+].[OH-].Cl>O1CCCC1.O.CCOCC>[NH2:1][C@@H:2]1[CH2:7][C:6]([CH2:8][N:9]2[CH2:14][CH2:13][CH2:12][C@H:11]([C:15]([OH:17])=[O:16])[CH2:10]2)=[CH:5][CH2:4][C@H:3]1[C:20]1[CH:25]=[CH:24][C:23]([Cl:26])=[CH:22][C:21]=1[Cl:27] |f:1.2,4.5|. Procedure details: To a solution of Example 17B (55 mg, 0.13 mmol) in a mixture of tetrahydrofuran/H2O (1.0 mL/0.5 mL), LiOH (19 mg, 0.80 mmol) was added at room temperature. The reaction mixture was stirred overnight. It was acidified with 2N HCl in ether until pH=3 and purified by high pressure liquid chromotography (eluting with 0-70% acetonitrile/water and 0.1% trifluoroacetic acid) to provide the title compound (32 mg, 63%). 1H NMR (400 MHz, methanol-d4) δ ppm 7.78 (s, 1H), 7.55-7.52 (m, 1H), 7.42-7.38 (m, 1H...